describe an organic reaction: reactants, conditions, products, and yield From a dataset of the Open Reaction Database (ORD), a public repository of structured organic reaction records. Starting materials: CCc1ncccc1-c1cccc(C(=O)CC(=O)Nc2cc(C(F)(F)F)c(C)cc2NC(=O)OC(C)(C)C)c1, ClCCl, O=C(O)C(F)(F)F. The product is CCc1ncccc1-c1cccc(C2=Nc3cc(C)c(C(F)(F)F)cc3NC(=O)C2)c1. Reaction SMILES: [C:1]([O:2][C:3](=[O:4])[NH:7][c:8]1[c:9]([NH:19][C:20]([CH2:21][C:22](=[O:5])[c:24]2[cH:25][c:26](-[c:30]3[c:31]([CH2:36][CH3:37])[n:32][cH:33][cH:34][cH:35]3)[cH:27][cH:28][cH:29]2)=[O:38])[cH:10][c:11]([C:15]([F:16])([F:17])[F:18])[c:12]([CH3:14])[cH:13]1)([CH3:6])([CH3:23])[CH3:39].[Cl:47][CH2:48][Cl:49].[F:40][C:41]([F:42])([F:43])[C:44]([OH:45])=[O:46]>>[N:7]1=[C:22]([c:24]2[cH:25][c:26](-[c:30]3[c:31]([CH2:36][CH3:37])[n:32][cH:33][cH:34][cH:35]3)[cH:27][cH:28][cH:29]2)[CH2:21][C:20](=[O:38])[NH:19][c:9]2[c:8]1[cH:13][c:12]([CH3:14])[c:11]([C:15]([F:16])([F:17])[F:18])[cH:10]2. The reactants are C=CCN1C(=O)CNC1=S, C1COCCN1, COCCOCCOC, CCOC(C)=O, CCCC=O. Yields the product C=CCN1C(=O)C(=CCCC)NC1=S. RXN SMILES: [CH2:10]([CH:11]=[CH2:12])[N:13]1[C:14](=[S:19])[NH:15][CH2:16][C:17]1=[O:18].[CH2:20]1[NH:21][CH2:22][CH2:23][O:24][CH2:25]1.[CH3:1][O:2][CH2:3][CH2:4][O:5][CH2:6][CH2:7][O:8][CH3:9].[CH3:31][CH2:32][O:33][C:34](=[O:35])[CH3:36].[CH:26]([CH2:27][CH2:28][CH3:29])=[O:30]>>[CH2:10]([CH:11]=[CH2:12])[N:13]1[C:14](=[S:19])[NH:15][C:16](=[CH:26][CH2:27][CH2:28][CH3:29])[C:17]1=[O:18]. Starting materials: COC(CCC\C=C/C[C@@H]1[C@H]([C@@H](CC1=O)O[Si](C)(C)C(C)(C)C)C=1C=C2CCC(C2=CC1)OCC1=CC=C(C=C1)OC)=O ((Z)-7-{(1R,2S,3R)-3-(tert-Butyl-dimethyl-silanyloxy)-2-[1-(4-methoxy-benzyloxy)-indan-5-yl]-5-oxo-cyclopentyl}-hept-5-enoic acid methyl ester), O (water), C1CCOC1 (THF), C(=O)(O)[O-].[Na+] (NaHCO3). Solvent: C(C)(=O)O (acetic acid). Run at time 2 day. Yields the product COC(CCC\C=C/C[C@@H]1[C@H]([C@@H](CC1=O)O)C=1C=C2CCC(C2=CC1)OCC1=CC=C(C=C1)OC)=O ((Z)-7-{(1R,2S,3R)-3-Hydroxy-2-[1-(4-methoxy-benzyloxy)-indan-5-yl]-5-oxo-cyclopentyl}-hept-5-enoic acid methyl ester). The yield is 69.8%. Reaction SMILES: [CH3:1][O:2][C:3](=[O:43])[CH2:4][CH2:5][CH2:6]/[CH:7]=[CH:8]\[CH2:9][C@H:10]1[C:14](=[O:15])[CH2:13][C@@H:12]([O:16][Si](C(C)(C)C)(C)C)[C@@H:11]1[C:24]1[CH:25]=[C:26]2[C:30](=[CH:31][CH:32]=1)[CH:29]([O:33][CH2:34][C:35]1[CH:40]=[CH:39][C:38]([O:41][CH3:42])=[CH:37][CH:36]=1)[CH2:28][CH2:27]2.O.C1COCC1.C([O-])(O)=O.[Na+]>C(O)(=O)C>[CH3:1][O:2][C:3](=[O:43])[CH2:4][CH2:5][CH2:6]/[CH:7]=[CH:8]\[CH2:9][C@H:10]1[C:14](=[O:15])[CH2:13][C@@H:12]([OH:16])[C@@H:11]1[C:24]1[CH:25]=[C:26]2[C:30](=[CH:31][CH:32]=1)[CH:29]([O:33][CH2:34][C:35]1[CH:40]=[CH:39][C:38]([O:41][CH3:42])=[CH:37][CH:36]=1)[CH2:28][CH2:27]2 |f:3.4|. Procedure: A mixture of 15-4 (20 mg, 0.032 mmol) in acetic acid (0.3 mL)/water (0.1 mL)/THF (0.1 mL) was stirred at room temperature. After two days, saturated NaHCO3 solution was added and the resulting mixture was extracted with dichloromethane (3×20 mL). The combined dichloromethane solution was dried (Na2SO4), filtered and evaporated. The residue was purified by flash chromatography on silica gel (20% ethyl acetate/hexanes→30% →40%) which gave the title compound (11 mg, 67%). The reactants are S1CNC2=C1C=CC=C2 (2,3-dihydro-1,3-benzothiazole), NC1=C(C=CC=C1)S (2-aminobenzenethiol), C=O (formalin), CN(C(=O)C=1C=C(C(=O)Cl)C=C(C1OC)C(F)(F)F)C (3-dimethylcarbamoyl-4-methoxy-5-trifluoromethylbenzoyl chloride). Run in C(Cl)(Cl)Cl (chloroform), C(C)N(CC)CC (triethylamine). Conditions: time 1 hour. The product is CN(C(=O)C=1C=C(C(=O)N2CSC3=C2C=CC=C3)C=C(C1OC)C(F)(F)F)C (3-(3-dimethylcarbamoyl-4-methoxy-5-trifluoromethylbenzoyl)-2,3-dihydro-1,3-benzothiazole). Reaction SMILES: [S:1]1[C:5]2[CH:6]=[CH:7][CH:8]=[CH:9][C:4]=2[NH:3][CH2:2]1.NC1C=CC=CC=1S.C=O.[CH3:20][N:21]([CH3:39])[C:22]([C:24]1[CH:25]=[C:26]([CH:30]=[C:31]([C:35]([F:38])([F:37])[F:36])[C:32]=1[O:33][CH3:34])[C:27](Cl)=[O:28])=[O:23]>C(Cl)(Cl)Cl.C(N(CC)CC)C>[CH3:39][N:21]([CH3:20])[C:22]([C:24]1[CH:25]=[C:26]([CH:30]=[C:31]([C:35]([F:36])([F:38])[F:37])[C:32]=1[O:33][CH3:34])[C:27]([N:3]1[C:4]2[CH:9]=[CH:8][CH:7]=[CH:6][C:5]=2[S:1][CH2:2]1)=[O:28])=[O:23]. Reported procedure: 2,3-dihydro-1,3-benzothiazole synthesized from 2-aminobenzenethiol (214 mg) and 37% formalin (0.14 mL) in the same manner as in Example 1 was dissolved in chloroform (4 mL), and triethylamine (0.47 mL) and 3-dimethylcarbamoyl-4-methoxy-5-trifluoromethylbenzoyl chloride were added to the solution, and then the mixture was stirred at room temperature for 1 hour. The solvent was distilled off under reduced pressure and water was added, and then the mixture was extracted with ethyl acetate. The orga... The reactants are Cc1ccccc1, O=CC=P(c1ccccc1)(c1ccccc1)c1ccccc1, O=Cc1cc2ccccc2[nH]1. The product is O=CC=Cc1cc2ccccc2[nH]1. As a reaction SMILES: [CH3:34][c:35]1[cH:36][cH:37][cH:38][cH:39][cH:40]1.[CH:12](=[O:13])[CH:14]=[P:15]([c:16]1[cH:17][cH:18][cH:19][cH:20][cH:21]1)([c:22]1[cH:23][cH:24][cH:25][cH:26][cH:27]1)[c:28]1[cH:29][cH:30][cH:31][cH:32][cH:33]1.[nH:1]1[c:2]([CH:10]=[O:11])[cH:3][c:4]2[cH:5][cH:6][cH:7][cH:8][c:9]12>>[nH:1]1[c:2]([CH:10]=[CH:14][CH:12]=[O:13])[cH:3][c:4]2[cH:5][cH:6][cH:7][cH:8][c:9]12. Procedure: Production Example 10 was repeated except that 1-(4-methoxy-3-methylphenyl)-4-phenethylpiperazine was replaced with 5-methoxy-2-(4-phenethylpiperazin-1-yl)benzonitrile (257 mg), and the resulting crude product was purified on TLC (developer, chloroform: methanol=12:1) to provide 5-hydroxy-2-(4-phenethyl-piperazin-1-yl)benzonitrile (124 mg). Product: OC=1C=CC(=C(C#N)C1)N1CCN(CC1)CCC1=CC=CC=C1 (5-hydroxy-2-(4-phenethyl-piperazin-1-yl)benzonitrile). Isolated yield 50.5%. Starting materials: COC1=C(C=C(C=C1)N1CCN(CC1)CCC1=CC=CC=C1)C (1-(4-methoxy-3-methylphenyl)-4-phenethylpiperazine), COC=1C=CC(=C(C#N)C1)N1CCN(CC1)CCC1=CC=CC=C1 (5-methoxy-2-(4-phenethylpiperazin-1-yl)benzonitrile). RXN SMILES: COC1C=CC(N2CCN(CCC3C=CC=CC=3)CC2)=CC=1C.C[O:25][C:26]1[CH:27]=[CH:28][C:29]([N:34]2[CH2:39][CH2:38][N:37]([CH2:40][CH2:41][C:42]3[CH:47]=[CH:46][CH:45]=[CH:44][CH:43]=3)[CH2:36][CH2:35]2)=[C:30]([CH:33]=1)[C:31]#[N:32]>>[OH:25][C:26]1[CH:27]=[CH:28][C:29]([N:34]2[CH2:39][CH2:38][N:37]([CH2:40][CH2:41][C:42]3[CH:43]=[CH:44][CH:45]=[CH:46][CH:47]=3)[CH2:36][CH2:35]2)=[C:30]([CH:33]=1)[C:31]#[N:32].